From a dataset of the Open Reaction Database (ORD), a public repository of structured organic reaction records. describe an organic reaction: reactants, conditions, products, and yield The reactants are O=S(Cl)Cl, O=C(O)c1ccc(Nc2nccc(-c3cccnc3)n2)cc1. Yields the product [Cl-], O=C(O)c1ccc(Nc2nccc(-c3cccnc3)n2)cc1. As a reaction SMILES: [S:23]([Cl:24])([Cl:25])=[O:26].[n:1]1[cH:2][c:3](-[c:7]2[n:8][c:9]([NH:13][c:14]3[cH:15][cH:16][c:17]([C:18](=[O:19])[OH:20])[cH:21][cH:22]3)[n:10][cH:11][cH:12]2)[cH:4][cH:5][cH:6]1>>[Cl-:25].[n:1]1[cH:2][c:3](-[c:7]2[n:8][c:9]([NH:13][c:14]3[cH:15][cH:16][c:17]([C:18](=[O:19])[OH:20])[cH:21][cH:22]3)[n:10][cH:11][cH:12]2)[cH:4][cH:5][cH:6]1. The reactants are [H-].[Na+] (Sodium hydride), ClC1=CC=C(C=2N3C(=NC21)N(CCC3)C3=C(C=C(C=C3)Cl)Cl)C(CC)(CC)O (3-[9-chloro-1-(2,4-dichlorophenyl)-1,2,3,4-tetrahydropyrimido[1,2-a]benzimidazol-6-yl]pentan-3-ol), CI (methyl iodide). The solvent is [Cl-].[NH4+] (ammonium chloride), CN(C=O)C (N,N-dimethylformamide). Conditions: time 5 minute. Yields the product ClC1=CC=C(C=2N3C(=NC21)N(CCC3)C3=C(C=C(C=C3)Cl)Cl)C(CC)(OC)CC (9-Chloro-1-(2,4-dichlorophenyl)-6-(1-ethyl-1-methoxypropyl)-1,2,3,4-tetrahydropyrimido[1,2-a]benzimidazole). Yield: 84.2%. As a reaction SMILES: [H-].[Na+].[Cl:3][C:4]1[C:12]2[N:11]=[C:10]3[N:13]([C:17]4[CH:22]=[CH:21][C:20]([Cl:23])=[CH:19][C:18]=4[Cl:24])[CH2:14][CH2:15][CH2:16][N:9]3[C:8]=2[C:7]([C:25]([OH:30])([CH2:28][CH3:29])[CH2:26][CH3:27])=[CH:6][CH:5]=1.[CH3:31]I>CN(C)C=O.[Cl-].[NH4+]>[Cl:3][C:4]1[C:12]2[N:11]=[C:10]3[N:13]([C:17]4[CH:22]=[CH:21][C:20]([Cl:23])=[CH:19][C:18]=4[Cl:24])[CH2:14][CH2:15][CH2:16][N:9]3[C:8]=2[C:7]([C:25]([CH2:28][CH3:29])([O:30][CH3:31])[CH2:26][CH3:27])=[CH:6][CH:5]=1 |f:0.1,5.6|. Procedure: Sodium hydride (60% in oil, 21.8 mg, 0.546 mmol) was added to a stirred solution of 3-[9-chloro-1-(2,4-dichlorophenyl)-1,2,3,4-tetrahydropyrimido[1,2-a]benzimidazol-6-yl]pentan-3-ol (200 mg, 0.456 mmol) in N,N-dimethylformamide (2.0 mL) at room temperature. After stirring 5 min, methyl iodide (97.0 mg, 0.684 mmol) was added to the mixture, and the mixture was stirred at room temperature for 5 hr. The mixture was diluted with aqueous saturated ammonium chloride, and extracted with ethyl acetate. ... Reactants: ClC1=CC(=C(C=C1)OCC1=C(C=C(C=C1)Cl)F)I (4-chloro-1-{[(4-chloro-2-fluorophenyl)methyl]oxy}-2-iodobenzene), C(C)(C)[Mg]Cl (isopropylmagnesium chloride), B(OC)(OC)OC (trimethyl borate). The product is ClC=1C=CC(=C(C1)B(O)O)OCC1=C(C=C(C=C1)Cl)F ((5-Chloro-2-{[(4-chloro-2-fluorophenyl)methyl]oxy}phenyl)boronic acid). RXN SMILES: [Cl:1][C:2]1[CH:7]=[CH:6][C:5]([O:8][CH2:9][C:10]2[CH:15]=[CH:14][C:13]([Cl:16])=[CH:12][C:11]=2[F:17])=[C:4](I)[CH:3]=1.C([Mg]Cl)(C)C.[B:24](OC)([O:27]C)[O:25]C>>[Cl:1][C:2]1[CH:7]=[CH:6][C:5]([O:8][CH2:9][C:10]2[CH:15]=[CH:14][C:13]([Cl:16])=[CH:12][C:11]=2[F:17])=[C:4]([B:24]([OH:27])[OH:25])[CH:3]=1. Procedure: As for reaction 1, using 90.5 g 4-chloro-1-{[(4-chloro-2-fluorophenyl)methyl]oxy}-2-iodobenzene, 228 ml isopropylmagnesium chloride and 47.42 g trimethyl borate. Yield 66.8 g. NMR showed trace impurities. LCMS OK.